This data is from the Open Reaction Database (ORD), a public repository of structured organic reaction records. The task is: describe an organic reaction: reactants, conditions, products, and yield Starting materials: O=C([O-])[O-], C=CCBr, O=Cc1cc(Cl)ccc1O, [K+], [K+], CN(C)C=O, O. The product is C=CCOc1ccc(Cl)cc1C=O. Reaction SMILES: [C:11](=[O:12])([O-:13])[O-:14].[CH2:17]([CH:18]=[CH2:19])[Br:20].[Cl:1][c:2]1[cH:3][cH:4][c:5]([OH:10])[c:6]([CH:7]=[O:8])[cH:9]1.[K+:15].[K+:16].[O:21]=[CH:22][N:23]([CH3:24])[CH3:25].[OH2:26]>>[Cl:1][c:2]1[cH:3][cH:4][c:5]([O:10][CH2:19][CH:18]=[CH2:17])[c:6]([CH:7]=[O:8])[cH:9]1. Reactants: C(C)(=O)[O-].[K+] (Potassium acetate), [I-].[K+] (potassium iodide), C(C)(=O)O (acetic acid), BrCC([C@H]1CC[C@H]2[C@@H]3CC[C@H]4C[C@H](CC[C@]4(C)[C@H]3C(C[C@]12C)=O)O)=O ((3β,5α)-21-bromo-3-hydroxypregnane-11,20-dione). Run in CC(=O)C (acetone), O (water). The product is C(C)(=O)OCC([C@H]1CC[C@H]2[C@@H]3CC[C@H]4C[C@H](CC[C@]4(C)[C@H]3C(C[C@]12C)=O)O)=O ((3β,5α)-21-(acetyloxy)-3-hydroxypregnane-11,20-dione). Yield: 22.8%. Reaction SMILES: [C:1]([O-:4])(=[O:3])[CH3:2].[K+].[I-].[K+].C(O)(=O)C.Br[CH2:13][C:14](=[O:36])[C@@H:15]1[C@:32]2([CH3:33])[C@H:18]([C@H:19]3[C@H:29]([C:30](=[O:34])[CH2:31]2)[C@:27]2([CH3:28])[C@H:22]([CH2:23][C@@H:24]([OH:35])[CH2:25][CH2:26]2)[CH2:21][CH2:20]3)[CH2:17][CH2:16]1>CC(C)=O.O>[C:1]([O:4][CH2:13][C:14](=[O:36])[C@@H:15]1[C@:32]2([CH3:33])[C@H:18]([C@H:19]3[C@H:29]([C:30](=[O:34])[CH2:31]2)[C@:27]2([CH3:28])[C@H:22]([CH2:23][C@@H:24]([OH:35])[CH2:25][CH2:26]2)[CH2:21][CH2:20]3)[CH2:17][CH2:16]1)(=[O:3])[CH3:2] |f:0.1,2.3|. Reported procedure: Acetyl chloride (9.71 ml) was added to a stirred solution of (3β,5α)-3-hydroxypregnane-11,20-dione (97.1 g) [prepared as described by Cameron et al., J. Chem. Soc., 1955, 2807] in methanol (2.4 l) and a solution of bromine (18.5 ml) in methanol (1 l) was then added over 30 min at room temperature. The reaction mixture was poured into water (30 l) and the precipitated solid was filtered off, washed with water and dissolved in dichloromethane. After drying the solution over sodium sulfate, the sol... Reactants: O=C(n1ccnc1)n1ccnc1, CCCCOCC(=O)O, C1CCC2=NCCCN2CC1, C1CCOC1, CO, CC(C)Cc1cc(-c2ccc(Cn3ccnc3)cc2)c(S(N)(=O)=O)s1. Product: CCCCOCC(=O)NS(=O)(=O)c1sc(CC(C)C)cc1-c1ccc(Cn2ccnc2)cc1. Reaction SMILES: [C:1]([n:2]1[cH:3][cH:4][n:5][cH:6]1)([n:7]1[cH:8][cH:9][n:10][cH:11]1)=[O:12].[CH2:13]([CH2:14][CH2:15][CH3:16])[O:17][CH2:18][C:19](=[O:20])[OH:21].[CH2:47]1[CH2:48][CH2:49][C:50]2=[N:55][CH2:54][CH2:53][CH2:52][N:51]2[CH2:56][CH2:57]1.[CH2:58]1[O:59][CH2:60][CH2:61][CH2:62]1.[CH3:63][OH:64].[n:22]1([CH2:27][c:28]2[cH:29][cH:30][c:31](-[c:34]3[c:35]([S:43](=[O:44])(=[O:45])[NH2:46])[s:36][c:37]([CH2:39][CH:40]([CH3:41])[CH3:42])[cH:38]3)[cH:32][cH:33]2)[cH:23][n:24][cH:25][cH:26]1>>[CH2:13]([CH2:14][CH2:15][CH3:16])[O:17][CH2:18][C:19](=[O:21])[NH:46][S:43]([c:35]1[c:34](-[c:31]2[cH:30][cH:29][c:28]([CH2:27][n:22]3[cH:23][n:24][cH:25][cH:26]3)[cH:33][cH:32]2)[cH:38][c:37]([CH2:39][CH:40]([CH3:41])[CH3:42])[s:36]1)(=[O:44])=[O:45]. Reactants: ClC=1N=NC(=CC1N1CCCC1)NN (3-Chloro-6-hydrazino-4-(pyrrolidin-1-yl)pyridazine), N1=CC(=CC=C1)C=O (3-pyridinecarboxaldehyde). Solvent: Cl (hydrochloric acid). Yields the product ClC1=C(C=C(N=N1)NN=C1CN=CC=C1)N1CCCC1 (N-[6- Chloro-5-(pyrrolidin-1-yl)pyridazin-3-yl]-N′-(3-pyridylidene)hydrazine). RXN SMILES: [Cl:1][C:2]1[N:3]=[N:4][C:5]([NH:13][NH2:14])=[CH:6][C:7]=1[N:8]1[CH2:12][CH2:11][CH2:10][CH2:9]1.[N:15]1[CH:20]=[CH:19][CH:18]=[C:17](C=O)[CH:16]=1>Cl>[Cl:1][C:2]1[N:3]=[N:4][C:5]([NH:13][N:14]=[C:19]2[CH:18]=[CH:17][CH:16]=[N:15][CH2:20]2)=[CH:6][C:7]=1[N:8]1[CH2:12][CH2:11][CH2:10][CH2:9]1. Procedure details: 3-Chloro-6-hydrazino-4-(pyrrolidin-1-yl)pyridazine (1.0 g, 4.69 mmol) and 3-pyridinecarboxaldehyde (443 ml, 4.69 mmol) were stirred in 0.2M hydrochloric acid (20 ml) for 2 h. The precipitated imine was then collected by filtration and dried (1.06 g, 75%). MS (ES+) 303 [MH]+, 305 [MH]+. The reactants are CC(C)(C)OC(=O)N1CCCNCC1, CS(C)=O, CCOC(C)=O, O=C(Nc1ccc(F)cc1C(=O)Nc1ccc(Cl)cn1)c1cnc(Cl)cn1, c1ccncc1. Product: CC(C)(C)OC(=O)N1CCCN(c2cnc(C(=O)Nc3ccc(F)cc3C(=O)Nc3ccc(Cl)cn3)cn2)CC1. As a reaction SMILES: [C:28](=[O:29])([O:30][C:31]([CH3:32])([CH3:33])[CH3:34])[N:35]1[CH2:36][CH2:37][NH:38][CH2:39][CH2:40][CH2:41]1.[CH3:48][S:49]([CH3:50])=[O:51].[CH3:52][CH2:53][O:54][C:55](=[O:56])[CH3:57].[Cl:1][c:2]1[n:3][cH:4][c:5]([C:8](=[O:9])[NH:10][c:11]2[c:12]([C:13](=[O:14])[NH:15][c:16]3[n:17][cH:18][c:19]([Cl:22])[cH:20][cH:21]3)[cH:23][c:24]([F:27])[cH:25][cH:26]2)[n:6][cH:7]1.[cH:42]1[cH:43][cH:44][n:45][cH:46][cH:47]1>>[c:2]1([N:38]2[CH2:37][CH2:36][N:35]([C:28](=[O:29])[O:30][C:31]([CH3:32])([CH3:33])[CH3:34])[CH2:41][CH2:40][CH2:39]2)[n:3][cH:4][c:5]([C:8](=[O:9])[NH:10][c:11]2[c:12]([C:13](=[O:14])[NH:15][c:16]3[n:17][cH:18][c:19]([Cl:22])[cH:20][cH:21]3)[cH:23][c:24]([F:27])[cH:25][cH:26]2)[n:6][cH:7]1. Starting materials: C(C)N(CC)S(F)(F)F (diethylaminosulfur trifluoride), OC(CN(C1=C(OCC2=CC=C(C(=O)OC)C=C2)C=C(C(=C1)C)C)S(=O)(=O)C1=NC=CC=C1)C (methyl 4-({2-[(2-hydroxypropyl)(pyridin-2-ylsulfonyl)amino]-4,5-dimethylphenoxy}methyl)benzoate), O (water). Run in ClCCl (dichloromethane). The product is FC(CN(C1=C(OCC2=CC=C(C(=O)OC)C=C2)C=C(C(=C1)C)C)S(=O)(=O)C1=NC=CC=C1)C (methyl 4-({2-[(2-fluoropropyl)(pyridin-2-ylsulfonyl)amino]-4,5-dimethylphenoxy}methyl)benzoate). The yield is 23.6%. Reaction SMILES: O[CH:2]([CH3:34])[CH2:3][N:4]([S:25]([C:28]1[CH:33]=[CH:32][CH:31]=[CH:30][N:29]=1)(=[O:27])=[O:26])[C:5]1[CH:22]=[C:21]([CH3:23])[C:20]([CH3:24])=[CH:19][C:6]=1[O:7][CH2:8][C:9]1[CH:18]=[CH:17][C:12]([C:13]([O:15][CH3:16])=[O:14])=[CH:11][CH:10]=1.C(N(S(F)(F)[F:41])CC)C.O>ClCCl>[F:41][CH:2]([CH3:34])[CH2:3][N:4]([S:25]([C:28]1[CH:33]=[CH:32][CH:31]=[CH:30][N:29]=1)(=[O:27])=[O:26])[C:5]1[CH:22]=[C:21]([CH3:23])[C:20]([CH3:24])=[CH:19][C:6]=1[O:7][CH2:8][C:9]1[CH:18]=[CH:17][C:12]([C:13]([O:15][CH3:16])=[O:14])=[CH:11][CH:10]=1. Procedure details: 460 mg of methyl 4-({2-[(2-hydroxypropyl)(pyridin-2-ylsulfonyl)amino]-4,5-dimethylphenoxy}methyl)benzoate was dissolved in 4.00 mL of dichloromethane, and 161 mg of diethylaminosulfur trifluoride was added dropwise thereto under ice-cooling, followed by stirring under ice-cooling for 30 minutes. To the reaction liquid was added water, followed by extraction with ethyl acetate, and the organic layer was dried over anhydrous magnesium sulfate. The solvent was concentrated under reduced pressure an... Reactants: O1CCCC1 (tetrahydrofuran), 35W, C(F)(F)(F)C(=O)CBr (CF3COCH2Br), C(F)(F)(F)C(=O)OCC (CF3CO2C2H5). The reagents and catalysts are [Zn] (zinc). Solvent: CN(C=O)C (dimethylformamide). Product: C(F)(F)(F)C(=O)CC(=O)C(F)(F)F (CF3COCH2COCF3). As a reaction SMILES: [C:1]([C:5]([CH2:7]Br)=[O:6])([F:4])([F:3])[F:2].[C:9]([C:13](OCC)=[O:14])([F:12])([F:11])[F:10].O1CCCC1>[Zn].CN(C)C=O>[C:1]([C:5]([CH2:7][C:13]([C:9]([F:12])([F:11])[F:10])=[O:14])=[O:6])([F:4])([F:3])[F:2]. Procedure details: CF3COCH2Br (1.91 gr, 10 mmol), CF3CO2C2H5 (1.42 gr, 10 mmol), and zinc powder (1.3 gr) were put into a flask (100 ml) together with a mixed solvent comprising tetrahydrofuran (20 ml) and dimethylformamide (10 ml), and they were subjected to the reaction for a period of one hour while being irradiated with ultrasonic waves by means of an ultrasonic cleaner (35W, 32 kHz). After the reaction, impurities contained in the mixed liquid were filtered, then water (500 ml) was added to the filtered liqui...